The task is: describe an organic reaction: reactants, conditions, products, and yield. This data is from the Open Reaction Database (ORD), a public repository of structured organic reaction records. The reactants are ClC1=CC=C(C=C1)C=1C=C(N=NC1OCC(F)(F)F)C(=O)O (5-(4-chloro-phenyl)-6-(2,2,2-trifluoro-ethoxy)-pyridazine-3-carboxylic acid), CC(C)(C)C=1SC=C(N1)CN (2-(1,1-dimethylethyl)-4-thiazolemethanamine). Product: C(C)(C)(C)C=1SC=C(N1)CNC(=O)C=1N=NC(=C(C1)C1=CC=C(C=C1)Cl)OCC(F)(F)F (5-(4-chloro-phenyl)-6-(2,2,2-trifluoro-ethoxy)-pyridazine-3-carboxylic acid (2-tert-butyl-thiazol-4-ylmethyl)-amide). As a reaction SMILES: [Cl:1][C:2]1[CH:7]=[CH:6][C:5]([C:8]2[CH:9]=[C:10]([C:20](O)=[O:21])[N:11]=[N:12][C:13]=2[O:14][CH2:15][C:16]([F:19])([F:18])[F:17])=[CH:4][CH:3]=1.[CH3:23][C:24]([C:27]1[S:28][CH:29]=[C:30]([CH2:32][NH2:33])[N:31]=1)([CH3:26])[CH3:25]>>[C:24]([C:27]1[S:28][CH:29]=[C:30]([CH2:32][NH:33][C:20]([C:10]2[N:11]=[N:12][C:13]([O:14][CH2:15][C:16]([F:17])([F:19])[F:18])=[C:8]([C:5]3[CH:4]=[CH:3][C:2]([Cl:1])=[CH:7][CH:6]=3)[CH:9]=2)=[O:21])[N:31]=1)([CH3:26])([CH3:23])[CH3:25]. Procedure details: The title compound was synthesized in analogy to Example 41 using 5-(4-chloro-phenyl)-6-(2,2,2-trifluoro-ethoxy)-pyridazine-3-carboxylic acid (example M) and 2-(1,1-dimethylethyl)-4-thiazolemethanamine (CAS Registry No. 937656-81-0) as starting materials; LC-MS (UV peak area/ESI) 99.1%, 485.2 (M+H)+. Starting materials: [SnH4] (tin hydride), C(C=C)OC(=O)N1[C@@H](C[C@@H](C1)SC(=O)OC(C)(C)C)CNS(=O)(=O)C1=CC(=CC=C1)C(N[C@@H](CCSC)C(=O)OC)=O ((2S,4S)-4-BOCsulfanyl-2-{[3-([1S]-1-methoxycarbonyl-3-methylsulfanyl-propylcarbamoyl)-benzenesulfonylamino]-methyl }-pyrrolidine-1-carboxylic acid allyl ester), (PPh)3PdCl2, COC(C(CCSC)NC(C1=CC(=CC=C1)S(NC[C@H]1NC[C@H](C1)SC(=O)OC(C)(C)C)(=O)=O)=O)=O ((3-[([2S ,4S]-4-BOCsulfanyl-pyrrolidin-2-yl-methyl)-sulfamoyl]-benzoylamino}-4-methylsulfanyl-butyric acid methyl ester). The solvent is O (water), C(Cl)Cl (CH2Cl2). Conditions: time 10 minute. Product: COC([C@H](CCSC)NC(C1=CC(=CC=C1)S(NC[C@H]1NC[C@H](C1)S)(=O)=O)=O)=O ((2S)-2-{3-[([2S,4S]-4-sulfanyl-pyrrolidin-2-yl-methyl)-sulfamoyl]-benzoylamino}4-methylsulfanyl-butyric acid methyl ester). Reaction SMILES: [SnH4].C(OC([N:8]1[CH2:12][C@@H:11]([S:13]C(OC(C)(C)C)=O)[CH2:10][C@H:9]1[CH2:21][NH:22][S:23]([C:26]1[CH:31]=[CH:30][CH:29]=[C:28]([C:32](=[O:43])[NH:33][C@H:34]([C:39]([O:41][CH3:42])=[O:40])[CH2:35][CH2:36][S:37][CH3:38])[CH:27]=1)(=[O:25])=[O:24])=O)C=C.COC(=O)C(NC(=O)C1C=CC=C(S(=O)(=O)NC[C@@H]2C[C@H](SC(OC(C)(C)C)=O)CN2)C=1)CCSC>O.C(Cl)Cl>[CH3:42][O:41][C:39](=[O:40])[C@@H:34]([NH:33][C:32](=[O:43])[C:28]1[CH:29]=[CH:30][CH:31]=[C:26]([S:23](=[O:24])(=[O:25])[NH:22][CH2:21][C@@H:9]2[CH2:10][C@H:11]([SH:13])[CH2:12][NH:8]2)[CH:27]=1)[CH2:35][CH2:36][S:37][CH3:38]. Reported procedure: Tri-nButyl tin hydride (565 mL, 2.1 mmol) was added to a stirred solution of (15(c)) (1.18 g, 1.8 mmol) and (PPh)3PdCl2 (13 mg. 0.018 mmol) in a mixture of water (0.5 mL) and CH2Cl2 (100 mL). The reaction mixture was left to stir for 10 minutes. dried over MgSO4, filtered and concentrated to a brown oil. This was then purified by flash chromatography on 9385 SiO2, elutins with a gradient of 0-10% EtOAc/i-Hexane to give the desired starting material 15(d) as a white foam: 751 mg (73%). Reactants: CCCCCC (hexane), ice water, CCCCCC (hexane), C1(O)=CC=C(O)C=C1 (hydroquinone), ClCCNC(OCC)=O (ethyl 2-chloroethylcarbamate), C([O-])([O-])=O.[K+].[K+] (potassium carbonate). Solvent: CN(C=O)C (dimethylformamide). The product is OC1=CC=C(OCCNC(OCC)=O)C=C1 (ethyl N-{2-(4-hydroxyphenoxy]ethyl}carbamate). Reaction SMILES: [C:1]1([CH:8]=[CH:7][C:5]([OH:6])=[CH:4][CH:3]=1)[OH:2].Cl[CH2:10][CH2:11][NH:12][C:13](=[O:17])[O:14][CH2:15][CH3:16].C(=O)([O-])[O-].[K+].[K+].CCCCCC>CN(C)C=O>[OH:2][C:1]1[CH:8]=[CH:7][C:5]([O:6][CH2:10][CH2:11][NH:12][C:13](=[O:17])[O:14][CH2:15][CH3:16])=[CH:4][CH:3]=1 |f:2.3.4|. Reported procedure: A mixture of hydroquinone (11.0 g, 100.0 mmol), ethyl 2-chloroethylcarbamate (7.6 g, 50.0 mmol) and potassium carbonate (13.8 g, 100.0 mmol) in 100 ml of dimethylformamide (DMF) is heated at 80° for 20 hours. After cooling to RT, the reaction mixture is poured into ice water and hexane, and the hexane layer is discarded to remove the bis ether by-product. The aqueous layer is then extracted with ether (3×) and the combined ether layers are washed with water, followed with brine, and dried over c... The reactants are ClC1=C(C(=CC=C1)F)C1=NN(C(N1)=O)C1=CC(=C(C=C1)I)OC (3-(2-chloro-6-fluorophenyl)-1-(4-iodo-3-methoxyphenyl)-1H-1,2,4-triazol-5(4H)-one), ClC1=C(C=CC(=C1)C(F)(F)F)C#C (2-chloro-1-ethynyl-4-(trifluoromethyl)benzene), CCCC[N+](CCCC)(CCCC)CCCC.[F-] (TBAF). Reagents/catalysts: Cl[Pd]([P](C1=CC=CC=C1)(C2=CC=CC=C2)C3=CC=CC=C3)([P](C4=CC=CC=C4)(C5=CC=CC=C5)C6=CC=CC=C6)Cl (bis(triphenylphosphine)palladium(II) chloride). Solvent: CS(=O)C (DMSO). Product: ClC1=C(C=CC(=C1)C(F)(F)F)C#CC1=C(C=C(C=C1)N1N=C(NC1=O)C1=C(C=CC=C1F)Cl)OC (1-(4-((2-Chloro-4-(trifluoromethyl)phenyl)ethynyl)-3-methoxyphenyl)-3-(2-chloro-6-fluorophenyl)-1H-1,2,4-triazol-5(4H)-one). Isolated yield 20.9%. Reaction SMILES: [Cl:1][C:2]1[CH:7]=[CH:6][CH:5]=[C:4]([F:8])[C:3]=1[C:9]1[NH:13][C:12](=[O:14])[N:11]([C:15]2[CH:20]=[CH:19][C:18](I)=[C:17]([O:22][CH3:23])[CH:16]=2)[N:10]=1.[Cl:24][C:25]1[CH:30]=[C:29]([C:31]([F:34])([F:33])[F:32])[CH:28]=[CH:27][C:26]=1[C:35]#[CH:36].CCCC[N+](CCCC)(CCCC)CCCC.[F-]>Cl[Pd](Cl)([P](C1C=CC=CC=1)(C1C=CC=CC=1)C1C=CC=CC=1)[P](C1C=CC=CC=1)(C1C=CC=CC=1)C1C=CC=CC=1.CS(C)=O>[Cl:24][C:25]1[CH:30]=[C:29]([C:31]([F:32])([F:33])[F:34])[CH:28]=[CH:27][C:26]=1[C:35]#[C:36][C:18]1[CH:19]=[CH:20][C:15]([N:11]2[C:12](=[O:14])[NH:13][C:9]([C:3]3[C:4]([F:8])=[CH:5][CH:6]=[CH:7][C:2]=3[Cl:1])=[N:10]2)=[CH:16][C:17]=1[O:22][CH3:23] |f:2.3,^1:57,76|. Procedure: The title compound was prepared according to the procedure described in Example-3 using 3-(2-chloro-6-fluorophenyl)-1-(4-iodo-3-methoxyphenyl)-1H-1,2,4-triazol-5(4H)-one (Intermediate-32, 0.050 g, 0.11 mmol), 2-chloro-1-ethynyl-4-(trifluoromethyl)benzene (Intermediate-25, 0.044 g, 0.22 mmol), TBAF (0.080 g, 0.30 mmol), bis(triphenylphosphine)palladium(II) chloride (0.020 g, 0.022 mmol) and DMSO (3.0 mL) at 80° C. to afford 0.012 g of desired product. 1H NMR (300 MHz, DMSO do): δ 3.89 (s, 3H), 7.... Reactants: CC[SiH](CC)CC, COc1ccc2c(c1)CCN(S(=O)(=O)c1ccc(C)cc1)CC2=O, O=C(O)C(F)(F)F. The product is COc1ccc2c(c1)CCN(S(=O)(=O)c1ccc(C)cc1)CC2. RXN SMILES: [CH2:25]([SiH:26]([CH2:27][CH3:28])[CH2:29][CH3:30])[CH3:31].[CH3:1][O:2][c:3]1[cH:4][c:5]2[c:6]([cH:23][cH:24]1)[C:7](=[O:22])[CH2:8][N:9]([S:12](=[O:13])(=[O:14])[c:15]1[cH:16][cH:17][c:18]([CH3:21])[cH:19][cH:20]1)[CH2:10][CH2:11]2.[OH:32][C:33]([C:34]([F:35])([F:36])[F:37])=[O:38]>>[CH3:1][O:2][c:3]1[cH:4][c:5]2[c:6]([cH:23][cH:24]1)[CH2:7][CH2:8][N:9]([S:12](=[O:13])(=[O:14])[c:15]1[cH:16][cH:17][c:18]([CH3:21])[cH:19][cH:20]1)[CH2:10][CH2:11]2. The reactants are CN(C)C=O, CI, [H-], [Na+], C1CCOC1, CCOC(=O)N1CCC(Nc2nc3ccccc3[nH]2)CC1. The product is CCOC(=O)N1CCC(Nc2nc3ccccc3n2C)CC1. Reaction SMILES: [CH3:22][N:23]([CH3:24])[CH:25]=[O:26].[CH3:29][I:30].[H-:27].[Na+:28].[O:31]1[CH2:32][CH2:33][CH2:34][CH2:35]1.[nH:1]1[c:2]([NH:10][CH:11]2[CH2:12][CH2:13][N:14]([C:17](=[O:18])[O:19][CH2:20][CH3:21])[CH2:15][CH2:16]2)[n:3][c:4]2[c:5]1[cH:6][cH:7][cH:8][cH:9]2>>[n:1]1([CH3:22])[c:2]([NH:10][CH:11]2[CH2:12][CH2:13][N:14]([C:17](=[O:18])[O:19][CH2:20][CH3:21])[CH2:15][CH2:16]2)[n:3][c:4]2[c:5]1[cH:6][cH:7][cH:8][cH:9]2. Reactants: BrC=1C(C2=CC(=CC=C2C1C1=CC(=CC(=C1)F)F)OCCC1CCN(CC1)S(=O)(=O)C)=O (2-Bromo-3-(3,5-difluorophenyl)-6-{2-[1-(methylsulfonyl)piperidin-4-yl]ethoxy}-1H-inden-1-one), O1CCN(CC1)CCOC1=CC=C2C(=C(C(C2=C1)=O)Br)C1=CC=CC=C1 (6-(2-morpholino ethoxy)-2-bromo-3-phenyl-1H-inden-1-one), FC=1C=C(C=CC1OC)B(O)O (3-fluoro-4-methoxyphenylboronic acid). Product: FC=1C=C(C=C(C1)F)C1=C(C(C2=CC(=CC=C12)OCCC1CCN(CC1)S(=O)(=O)C)=O)C1=CC(=C(C=C1)OC)F (3-(3,5-difluorophenyl)-2-(3-fluoro-4-methoxyphenyl)-6-{2-[1-(methylsulfonyl)piperidin-4-yl]ethoxy}-1H-inden-1-one). Yield: 67.0%. RXN SMILES: Br[C:2]1[C:3](=[O:32])[C:4]2[C:9]([C:10]=1[C:11]1[CH:16]=[C:15]([F:17])[CH:14]=[C:13]([F:18])[CH:12]=1)=[CH:8][CH:7]=[C:6]([O:19][CH2:20][CH2:21][CH:22]1[CH2:27][CH2:26][N:25]([S:28]([CH3:31])(=[O:30])=[O:29])[CH2:24][CH2:23]1)[CH:5]=2.O1CCN(CCOC2C=C3C(C(C4C=CC=CC=4)=C(Br)C3=O)=CC=2)CC1.[F:59][C:60]1[CH:61]=[C:62](B(O)O)[CH:63]=[CH:64][C:65]=1[O:66][CH3:67]>>[F:17][C:15]1[CH:16]=[C:11]([C:10]2[C:9]3[C:4](=[CH:5][C:6]([O:19][CH2:20][CH2:21][CH:22]4[CH2:27][CH2:26][N:25]([S:28]([CH3:31])(=[O:30])=[O:29])[CH2:24][CH2:23]4)=[CH:7][CH:8]=3)[C:3](=[O:32])[C:2]=2[C:62]2[CH:63]=[CH:64][C:65]([O:66][CH3:67])=[C:60]([F:59])[CH:61]=2)[CH:12]=[C:13]([F:18])[CH:14]=1. Procedure details: The procedure of Step 7 of Example 1 was repeated except for using 2-bromo-3-(3,5-difluorophenyl)-6-{2-[1-(methylsulfonyl)piperidin-4-yl]ethoxy}-1H-inden-1-one obtained in Step 3 of Example 100 as a starting material instead of 6-(2-morpholino ethoxy)-2-bromo-3-phenyl-1H-inden-1-one, 3-fluoro-4-methoxyphenylboronic acid instead of 3-pyridinylboronic acid, and being purified by silica gel column chromatography (EtOAc/hexanes=1:1) to obtain the title compound (67%).